From a dataset of the Open Reaction Database (ORD), a public repository of structured organic reaction records. describe an organic reaction: reactants, conditions, products, and yield The reactants are CCOC(=O)CC(=O)OCC, C1CCOC1, Cl, [Li+], Cc1cc(Oc2c(Br)cc(N)c(C(F)(F)F)c2Br)cc(C(C)C)c1O, [OH-]. Yields the product CCOC(=O)CC(=O)Nc1cc(Br)c(Oc2cc(C)c(O)c(C(C)C)c2)c(Br)c1C(F)(F)F. As a reaction SMILES: [C:1]([CH2:2][C:3](=[O:4])[O:5][CH2:6][CH3:7])([O:9][CH2:8][CH3:10])=[O:11].[CH2:40]1[O:41][CH2:42][CH2:43][CH2:44]1.[ClH:39].[Li+:38].[NH2:12][c:13]1[c:14]([C:33]([F:34])([F:35])[F:36])[c:15]([Br:32])[c:16]([O:17][c:18]2[cH:19][c:20]([CH3:28])[c:21]([OH:27])[c:22]([CH:24]([CH3:25])[CH3:26])[cH:23]2)[c:29]([Br:31])[cH:30]1.[OH-:37]>>[C:1]([CH2:2][C:3](=[O:4])[O:5][CH2:6][CH3:7])(=[O:9])[NH:12][c:13]1[c:14]([C:33]([F:34])([F:35])[F:36])[c:15]([Br:32])[c:16]([O:17][c:18]2[cH:19][c:20]([CH3:28])[c:21]([OH:27])[c:22]([CH:24]([CH3:25])[CH3:26])[cH:23]2)[c:29]([Br:31])[cH:30]1.